Task: describe an organic reaction: reactants, conditions, products, and yield. Dataset: the Open Reaction Database (ORD), a public repository of structured organic reaction records Starting materials: O=[Ag-], C1COCCO1, COC(=O)c1ccc2cc(C)[nH]c2c1, ClCc1ccc(Cl)cc1Cl. The product is COC(=O)c1ccc2c(Cc3ccc(Cl)cc3Cl)c(C)[nH]c2c1. As a reaction SMILES: [Ag-:31]=[O:32].[CH2:25]1[O:26][CH2:27][CH2:28][O:29][CH2:30]1.[CH3:1][O:2][C:3](=[O:4])[c:5]1[cH:6][cH:7][c:8]2[cH:9][c:10]([CH3:14])[nH:11][c:12]2[cH:13]1.[Cl:15][c:16]1[c:17]([CH2:18][Cl:19])[cH:20][cH:21][c:22]([Cl:24])[cH:23]1>>[CH3:1][O:2][C:3](=[O:4])[c:5]1[cH:6][cH:7][c:8]2[c:9]([CH2:18][c:17]3[c:16]([Cl:15])[cH:23][c:22]([Cl:24])[cH:21][cH:20]3)[c:10]([CH3:14])[nH:11][c:12]2[cH:13]1. As a reaction SMILES: [CH:1]1([O:6][C:7]2[CH:8]=[C:9]([CH:15]([NH2:21])[CH2:16][S:17]([CH3:20])(=[O:19])=[O:18])[CH:10]=[CH:11][C:12]=2[O:13][CH3:14])[CH2:5][CH2:4][CH2:3][CH2:2]1.C(=O)([O-])O.[Na+].C(OC(N1[C:36](=[O:37])[C:35]2=[CH:38][CH:39]=[CH:40][CH:41]=[C:34]2[C:33]1=[O:42])=O)C>C(#N)C.O>[CH:1]1([O:6][C:7]2[CH:8]=[C:9]([CH:15]([N:21]3[C:36](=[O:37])[C:35]4[C:34](=[CH:41][CH:40]=[CH:39][CH:38]=4)[C:33]3=[O:42])[CH2:16][S:17]([CH3:20])(=[O:18])=[O:19])[CH:10]=[CH:11][C:12]=2[O:13][CH3:14])[CH2:2][CH2:3][CH2:4][CH2:5]1 |f:1.2|. The reactants are C1(CCCC1)OC=1C=C(C=CC1OC)C(CS(=O)(=O)C)N (1-(3-cyclopentyloxy-4-methoxyphenyl)-2-methylsulfonylethylamine), C(O)([O-])=O.[Na+] (sodium hydrogen carbonate), C(C)OC(=O)N1C(C=2C(C1=O)=CC=CC2)=O (N-ethoxycarbonyl phthalimide). Solvent: C(C)#N (acetonitrile), O (water). Product: C1(CCCC1)OC=1C=C(C=CC1OC)C(CS(=O)(=O)C)N1C(C2=CC=CC=C2C1=O)=O (2-[1-(3-Cyclopentyloxy-4-methoxyphenyl)-2-methylsulfonylethyl]isoindoline-1,3-dione), solid. Isolated yield 22.0%. Procedure details: 2-[1-(3-Cyclopentyloxy-4-methoxyphenyl)-2-methylsulfonylethyl]isoindoline-1,3-dione was prepared by the procedure of Example 5 from 1-(3-cyclopentyloxy-4-methoxyphenyl)-2-methylsulfonylethylamine (1.0 g, 3.2 mmol), sodium hydrogen carbonate (281 mg, 3.34 mmol) and N-ethoxycarbonyl phthalimide (732 mg, 3.3 mmol) in acetonitrile and water (4 mL each). The product was obtained as a white solid (314 mg, 22% yield): mp, 173.0-175.0° C.; 1H NMR (CDCl3); δ 1.61-2.05 (m, 8H, C5H8), 2.84 (s, 3H, CH3), 3.... The reactants are CCN(CC)CCCCC1CCCNC1, CCO, O=C1Nc2cccnc2N(C(=O)Cl)c2ccccc21. The product is CCN(CC)CCCCC1CCCN(C(=O)N2c3ccccc3C(=O)Nc3cccnc32)C1, Cl. Reaction SMILES: [CH2:20]([CH3:21])[N:22]([CH2:23][CH2:24][CH2:25][CH2:26][CH:27]1[CH2:28][NH:29][CH2:30][CH2:31][CH2:32]1)[CH2:33][CH3:34].[CH3:35][CH2:36][OH:37].[Cl:1][C:2](=[O:3])[N:4]1[c:5]2[c:6]([cH:16][cH:17][cH:18][n:19]2)[NH:7][C:8](=[O:15])[c:9]2[c:10]1[cH:11][cH:12][cH:13][cH:14]2>>[C:2](=[O:3])([N:4]1[c:5]2[c:6]([cH:16][cH:17][cH:18][n:19]2)[NH:7][C:8](=[O:15])[c:9]2[c:10]1[cH:11][cH:12][cH:13][cH:14]2)[N:29]1[CH2:28][CH:27]([CH2:26][CH2:25][CH2:24][CH2:23][N:22]([CH2:20][CH3:21])[CH2:33][CH3:34])[CH2:32][CH2:31][CH2:30]1.[ClH:1]. The reactants are C(C)OC=1C=C(C=CC1OC)C(=CC#N)C1=CC=CC=C1 (3-(3-ethoxy-4-methoxyphenyl)-3-phenylacrylonitrile), [H][H] (hydrogen). The reagents and catalysts are [Pd] (palladium on carbon). The solvent is C(C)O (ethanol), C(C)(=O)OCC (ethyl acetate). Yields the product C(C)OC=1C=C(C=CC1OC)C(CC#N)C1=CC=CC=C1 (3-(3-Ethoxy-4-methoxyphenyl)-3-phenylpropionitrile). The yield is 16.7%. RXN SMILES: [CH2:1]([O:3][C:4]1[CH:5]=[C:6]([C:12]([C:16]2[CH:21]=[CH:20][CH:19]=[CH:18][CH:17]=2)=[CH:13][C:14]#[N:15])[CH:7]=[CH:8][C:9]=1[O:10][CH3:11])[CH3:2].[H][H]>C(O)C.C(OCC)(=O)C.[Pd]>[CH2:1]([O:3][C:4]1[CH:5]=[C:6]([CH:12]([C:16]2[CH:17]=[CH:18][CH:19]=[CH:20][CH:21]=2)[CH2:13][C:14]#[N:15])[CH:7]=[CH:8][C:9]=1[O:10][CH3:11])[CH3:2]. Reported procedure: To a solution of 3-(3-ethoxy-4-methoxyphenyl)-3-phenylacrylonitrile (0.9 g, 3.2 mmol) in a mixture of ethanol and ethyl acetate (20 mL/ 30 mL) was added 0.5 g of 10% palladium on carbon catalyst in portions. The mixture was hydrogenated in a Parr-Shaker apparatus at 55-60 psi of hydrogen for 12 days. The reaction mixture was filtered through celite and the filtrate was concentrated in vacuo to afford the crude product. The crude product was purified by flash column chromatography (silica gel, 4%... Starting materials: [C-]#N.[K+] (potassium cyanide), Cl (hydrochloric acid), C(C1=CC=CC=C1)(=O)N1C(CCC1)C=O (1-benzoyl-2-formylpyrrolidine). Run in O1CCCC1 (tetrahydrofuran), O (water), O (water). Conditions: time 1 hour. The product is OC(C#N)C1N(CCC1)C(C1=CC=CC=C1)=O (2-hydroxy-2-(1-benzoylpyrrolidin-2-yl)acetonitrile). Yield: 100.0%. As a reaction SMILES: [C:1]([N:9]1[CH2:13][CH2:12][CH2:11][CH:10]1[CH:14]=[O:15])(=[O:8])[C:2]1[CH:7]=[CH:6][CH:5]=[CH:4][CH:3]=1.[C-:16]#[N:17].[K+].Cl>O1CCCC1.O>[OH:15][CH:14]([CH:10]1[CH2:11][CH2:12][CH2:13][N:9]1[C:1](=[O:8])[C:2]1[CH:3]=[CH:4][CH:5]=[CH:6][CH:7]=1)[C:16]#[N:17] |f:1.2|. Procedure: To a solution of 3.347 g (16.5 mmoles) of 1-benzoyl-2-formylpyrrolidine in a mixture of 28 ml of tetrahydrofuran and 19 ml of water are added 1.30 g (20 mmoles; 1.23 equivalents) of potassium cyanide and 1.4 ml (16.7 mmoles) of concentrated hydrochloric acid. After 1 hour, the mixture is diluted with water and extracted with chloroform. The organic layer is separated, washed with water, dried over sodium sulfate, and evaporated under reduced pressure to yield 3.8 g of crude crystalline 2-hydroxy... Reactants: O=C([O-])[O-], ClCCN1CCOCC1, Cl, [K+], [K+], CN(C)C=O, Cc1cccc2nc(SCc3ccc(C(=O)c4ccc(O)cc4)cc3)n(C)c(=O)c12. Product: Cl, Cc1cccc2nc(SCc3ccc(C(=O)c4ccc(OCCN5CCOCC5)cc4)cc3)n(C)c(=O)c12. As a reaction SMILES: [C:41](=[O:42])([O-:43])[O-:44].[Cl:32][CH2:33][CH2:34][N:35]1[CH2:36][CH2:37][O:38][CH2:39][CH2:40]1.[ClH:31].[K+:45].[K+:46].[O:47]=[CH:48][N:49]([CH3:50])[CH3:51].[OH:1][c:2]1[cH:3][cH:4][c:5]([C:6](=[O:7])[c:8]2[cH:9][cH:10][c:11]([CH2:12][S:13][c:14]3[n:15][c:16]4[cH:17][cH:18][cH:19][c:20]([CH3:26])[c:21]4[c:22](=[O:25])[n:23]3[CH3:24])[cH:27][cH:28]2)[cH:29][cH:30]1>>[ClH:32].[O:1]([c:2]1[cH:3][cH:4][c:5]([C:6](=[O:7])[c:8]2[cH:9][cH:10][c:11]([CH2:12][S:13][c:14]3[n:15][c:16]4[cH:17][cH:18][cH:19][c:20]([CH3:26])[c:21]4[c:22](=[O:25])[n:23]3[CH3:24])[cH:27][cH:28]2)[cH:29][cH:30]1)[CH2:33][CH2:34][N:35]1[CH2:36][CH2:37][O:38][CH2:39][CH2:40]1. Starting materials: CCCCCC12CCC(CCc3ccc(Br)cc3)(CC1)CC2, CCCCCC12CCC(CCc3ccc(C#N)c([N+](=O)[O-])c3)(CC1)CC2, CN1CCCC1=O, [Cs+], N#C[Cu]C#N, [F-]. Product: CCCCCC12CCC(CCc3ccc(C#N)c(F)c3)(CC1)CC2. Reaction SMILES: [CH2:29]([C:30]12[CH2:31][CH2:32][C:33]([CH2:34][CH2:35][c:36]3[cH:37][cH:38][c:39]([Br:40])[cH:41][cH:42]3)([CH2:43][CH2:44]1)[CH2:45][CH2:46]2)[CH2:47][CH2:48][CH2:49][CH3:50].[CH2:3]([CH2:4][CH2:5][CH2:6][CH3:7])[C:8]12[CH2:9][CH2:10][C:11]([CH2:16][CH2:17][c:18]3[cH:19][c:20]([N+:26]([O-:27])=[O:28])[c:21]([C:24]#[N:25])[cH:22][cH:23]3)([CH2:12][CH2:13]1)[CH2:14][CH2:15]2.[CH3:56][N:57]1[CH2:58][CH2:59][CH2:60][C:61]1=[O:62].[Cs+:2].[Cu:51]([C:52]#[N:53])[C:54]#[N:55].[F-:1]>>[F:1][c:20]1[cH:19][c:18]([CH2:17][CH2:16][C:11]23[CH2:10][CH2:9][C:8]([CH2:3][CH2:4][CH2:5][CH2:6][CH3:7])([CH2:13][CH2:12]2)[CH2:15][CH2:14]3)[cH:23][cH:22][c:21]1[C:24]#[N:25]. The reactants are [BH4-], O=C(c1ncc[nH]1)c1ncc[nH]1, CCO, NC1CCCCC1, [Na+], O, COc1ccc(C=O)c(O)c1. Product: COc1ccc2c(c1)OC(=O)N(C1CCCCC1)C2. RXN SMILES: [BH4-:19].[C:21](=[O:22])([c:23]1[nH:24][cH:25][cH:26][n:27]1)[c:28]1[nH:29][cH:30][cH:31][n:32]1.[CH3:33][CH2:34][OH:35].[NH2:1][CH:2]1[CH2:3][CH2:4][CH2:5][CH2:6][CH2:7]1.[Na+:20].[OH2:36].[OH:8][c:9]1[c:10]([CH:11]=[O:12])[cH:13][cH:14][c:15]([O:17][CH3:18])[cH:16]1>>[N:1]1([CH:2]2[CH2:3][CH2:4][CH2:5][CH2:6][CH2:7]2)[CH2:11][c:10]2[c:9]([cH:16][c:15]([O:17][CH3:18])[cH:14][cH:13]2)[O:8][C:21]1=[O:22]. Starting materials: ClCCl, O=[Cr](=O)([O-])Cl, CC(C)c1cc(C#N)cc2nc(-c3ccc(CC(O)CN4CCN(c5nccc(C(F)(F)F)n5)CC4)cc3)oc12, c1cc[nH+]cc1. Product: CC(C)c1cc(C#N)cc2nc(-c3ccc(CC(=O)CN4CCN(c5nccc(C(F)(F)F)n5)CC4)cc3)oc12. RXN SMILES: [CH2:52]([Cl:53])[Cl:54].[O:1]=[Cr:2]([Cl:3])([O-:4])=[O:5].[OH:12][CH:13]([CH2:14][c:15]1[cH:16][cH:17][c:18](-[c:21]2[o:22][c:23]3[c:24]([n:25]2)[cH:26][c:27]([C:33]#[N:34])[cH:28][c:29]3[CH:30]([CH3:31])[CH3:32])[cH:19][cH:20]1)[CH2:35][N:36]1[CH2:37][CH2:38][N:39]([c:42]2[n:43][cH:44][cH:45][c:46]([C:48]([F:49])([F:50])[F:51])[n:47]2)[CH2:40][CH2:41]1.[nH+:6]1[cH:7][cH:8][cH:9][cH:10][cH:11]1>>[O:12]=[C:13]([CH2:14][c:15]1[cH:16][cH:17][c:18](-[c:21]2[o:22][c:23]3[c:24]([n:25]2)[cH:26][c:27]([C:33]#[N:34])[cH:28][c:29]3[CH:30]([CH3:31])[CH3:32])[cH:19][cH:20]1)[CH2:35][N:36]1[CH2:37][CH2:38][N:39]([c:42]2[n:43][cH:44][cH:45][c:46]([C:48]([F:49])([F:50])[F:51])[n:47]2)[CH2:40][CH2:41]1. Product: ClC1=CC(=C(C=C1)N(C(C)=O)[C@@H]1C[C@@H](N(C2=CC=CC=C12)C(C1=CC=C(C=C1)OC)=O)C)C (N-(4-chloro-2-methylphenyl)-N-[(2S,4R)-1-(4-methoxybenzoyl)-2-methyl-1,2,3,4-tetrahydroquinolin-4-yl]acetamide). Starting materials: ClC1=CC(=C(C=C1)N[C@@H]1C[C@@H](N(C2=CC=CC=C12)C(C1=CC=C(C=C1)OC)=O)C)C ((2S,4R)-N-(4-chloro-2-methylphenyl)-1-(4-methoxybenzoyl)-2-methyl-1,2,3,4-tetrahydroquinolin-4-amine), C(C)(C)N(CC)C(C)C (diisopropylethylamine), C(C)(=O)Cl (acetyl chloride). The yield is 92.0%. Run at time 5 hour. RXN SMILES: [Cl:1][C:2]1[CH:7]=[CH:6][C:5]([NH:8][C@H:9]2[C:18]3[C:13](=[CH:14][CH:15]=[CH:16][CH:17]=3)[N:12]([C:19](=[O:28])[C:20]3[CH:25]=[CH:24][C:23]([O:26][CH3:27])=[CH:22][CH:21]=3)[C@@H:11]([CH3:29])[CH2:10]2)=[C:4]([CH3:30])[CH:3]=1.C(N(C(C)C)CC)(C)C.[C:40](Cl)(=[O:42])[CH3:41]>>[Cl:1][C:2]1[CH:7]=[CH:6][C:5]([N:8]([C@H:9]2[C:18]3[C:13](=[CH:14][CH:15]=[CH:16][CH:17]=3)[N:12]([C:19](=[O:28])[C:20]3[CH:21]=[CH:22][C:23]([O:26][CH3:27])=[CH:24][CH:25]=3)[C@@H:11]([CH3:29])[CH2:10]2)[C:40](=[O:42])[CH3:41])=[C:4]([CH3:30])[CH:3]=1. Procedure details: To a solution of (2S,4R)-N-(4-chloro-2-methylphenyl)-1-(4-methoxybenzoyl)-2-methyl-1,2,3,4-tetrahydroquinolin-4-amine (140 mg, 0.33 mmol, 1 equ.) in acetyl chloride (1.0 mL) was added diisopropylethylamine (58 uL, 0.33 mmol, 1 equ.). The mixture was stirred at room temperature for 5 h. The mixture was concentrated under reduced pressure, dissolved in ethyl acetate, washed with sat. aqueous sodium bicarbonate, brine and dried over magnesium sulfate, filtered, and concentrated under reduced pressu...